This data is from the Open Reaction Database (ORD), a public repository of structured organic reaction records. The task is: describe an organic reaction: reactants, conditions, products, and yield Isolated yield 14.4%. The reactants are [H-].[Na+] (sodium hydride), N1=CC(=CC=C1)CO (3-pyridylcarbinol), CN(C(=O)Cl)C1=CC=C(C=C1)C#N (N-methyl-N-(4-cyanophenyl)carbamoyl chloride), solid, [H][H] (hydrogen). Reaction conditions: time 18 hour. Reported procedure: To a solution of 3-pyridylcarbinol (4.3 g., 0.0392 mole) in 200 ml. of ethylene glycol monomethyl ether (glyme) was added a 57% dispersion of sodium hydride in oil (1.7 g., 0.0392 mole). After the exothermic reaction had subsided and the evolution of hydrogen had ceased, a solution of N-methyl-N-(4-cyanophenyl)carbamoyl chloride in 30 ml. of glyme was added dropwise. A suspension formed and was stirred at room temperature for 18 hrs. The reaction mixture was poured into 700 ml. of water. The rea... Reaction SMILES: [N:1]1[CH:6]=[CH:5][CH:4]=[C:3]([CH2:7][OH:8])[CH:2]=1.[H-].[Na+].[H][H].[CH3:13][N:14]([C:18]1[CH:23]=[CH:22][C:21]([C:24]#[N:25])=[CH:20][CH:19]=1)[C:15](Cl)=[O:16]>O.COCCO>[CH3:13][N:14]([C:18]1[CH:23]=[CH:22][C:21]([C:24]#[N:25])=[CH:20][CH:19]=1)[C:15](=[O:16])[O:8][CH2:7][C:3]1[CH:2]=[N:1][CH:6]=[CH:5][CH:4]=1 |f:1.2|. Yields the product CN(C(OCC=1C=NC=CC1)=O)C1=CC=C(C=C1)C#N (3-pyridylmethyl N-methyl-N-(4-cyanophenyl)carbamate). Run in COCCO (ethylene glycol monomethyl ether), COCCO (glyme), O (water).